From a dataset of the Open Reaction Database (ORD), a public repository of structured organic reaction records. describe an organic reaction: reactants, conditions, products, and yield Reactants: CC(=O)O, CC1(C)CCNC(=O)C(Cl)(Cl)C1, [H][H]. Product: CC1(C)CCNC(=O)C(Cl)C1. As a reaction SMILES: [CH3:15][C:16](=[O:17])[OH:18].[Cl:1][C:2]1([Cl:12])[C:3](=[O:11])[NH:4][CH2:5][CH2:6][C:7]([CH3:9])([CH3:10])[CH2:8]1.[H:13][H:14]>>[Cl:1][CH:2]1[C:3](=[O:11])[NH:4][CH2:5][CH2:6][C:7]([CH3:9])([CH3:10])[CH2:8]1. Reactants: CC(O)=S, C1CCOC1, CCOC(=O)N=NC(=O)OCC, OCc1cc(CO)cc(CO)c1, c1ccc(P(c2ccccc2)c2ccccc2)cc1. Product: CC(=O)SCc1cc(CO)cc(CO)c1. As a reaction SMILES: [C:44]([CH3:45])(=[S:46])[OH:47].[CH2:48]1[O:49][CH2:50][CH2:51][CH2:52]1.[O:20]=[C:21]([O:22][CH2:23][CH3:24])[N:25]=[N:26][C:27]([O:28][CH2:29][CH3:30])=[O:31].[OH:32][CH2:33][c:34]1[cH:35][c:36]([CH2:42][OH:43])[cH:37][c:38]([CH2:40][OH:41])[cH:39]1.[c:1]1([P:2]([c:3]2[cH:4][cH:5][cH:6][cH:7][cH:8]2)[c:9]2[cH:10][cH:11][cH:12][cH:13][cH:14]2)[cH:15][cH:16][cH:17][cH:18][cH:19]1>>[CH2:33]([c:34]1[cH:35][c:36]([CH2:42][OH:43])[cH:37][c:38]([CH2:40][OH:41])[cH:39]1)[S:46][C:44]([CH3:45])=[O:47]. Starting materials: C1NC(CC=2C3=CC=CC=C3NC12)C(=O)O ((3RS)-1,2,3,4-tetrahydro-β-carboline-3-carboxylic acid), [OH-].[K+] (KOH), C(C)O (ethanol), C(C)I (ethyl iodide), C(=S)=S (carbon disulfide). Conditions: time 30 minute. Yields the product C(C)SC(=S)N1CC=2NC3=CC=CC=C3C2CC1C(=O)O ((3RS)-2-[(Ethylthio)thiocarbonyl]-1,2,3,4-tetrahydro-β-carboline-3-carboxylic acid). Yield: 69.0%. As a reaction SMILES: [CH2:1]1[C:13]2[NH:12][C:11]3[C:6](=[CH:7][CH:8]=[CH:9][CH:10]=3)[C:5]=2[CH2:4][CH:3]([C:14]([OH:16])=[O:15])[NH:2]1.[OH-].[K+].[CH2:19](O)[CH3:20].C(I)C.[C:25](=[S:27])=[S:26]>>[CH2:19]([S:27][C:25]([N:2]1[CH:3]([C:14]([OH:16])=[O:15])[CH2:4][C:5]2[C:6]3[C:11](=[CH:10][CH:9]=[CH:8][CH:7]=3)[NH:12][C:13]=2[CH2:1]1)=[S:26])[CH3:20] |f:1.2|. Procedure details: To a mixture of (3RS)-1,2,3,4-tetrahydro-β-carboline-3-carboxylic acid (4.32 g), KOH (96%, 2.34 g) and 50% ethanol (80 ml) is added dropwise carbon disulfide (1.8 ml) at room temperature, and the mixture is stirred at the same temperature for 30 minutes. To the mixture is added dropwise ethyl iodide (4.68 g), and the mixture is further stirred at room temperature for 48 hours and distilled to remove the solvent. To the residue is added water, and the mixture is washed with ether. The aqueous lay... Reactants: Cl[O-] (hypochlorite), 1R, 1R, Cl\C(=C/[C@H]1C([C@H]1C(=O)Cl)(C)C)\C(F)(F)F (cis-Z 3-(2-chloro-3,3,3-trifluoro-1-propenyl)-2,2-dimethyl cyclopropanecarboxylic acid chloride), O(C1=CC=CC=C1)C=1C=C(C=O)C=CC1 (3-phenoxybenzaldehyde), O(C1=CC=CC=C1)C=1C=C(C=O)C=CC1 (3-phenoxybenzaldehyde), 1R, Cl\C(=C/[C@H]1C([C@H]1C(=O)Cl)(C)C)\C(F)(F)F (cis-Z 3-(2-chloro-3,3,3-trifluoro-1-propenyl)-2,2-dimethyl cyclopropanecarboxylic acid chloride), [C-]#N.[Na+] (sodium cyanide), [C-]#N (cyanide). Run in CCCCCC (hexane), CCCCCC (Hexane), C(Cl)Cl (DCM), O (water). Run at temperature 10 celsius, time 10 minute. The product is CC1(C(C1C(=O)OC(C#N)C=2C=CC=C(C2)OC=3C=CC=CC3)/C=C(/C(F)(F)F)\Cl)C (Cyhalothrin). Yield: 97.8%. RXN SMILES: Cl[O-].[C-:3]#[N:4].[Na+].[C-]#N.[Cl:8]/[C:9](/[C:19]([F:22])([F:21])[F:20])=[CH:10]\[C@@H:11]1[C@H:13]([C:14](Cl)=[O:15])[C:12]1([CH3:18])[CH3:17].[O:23]([C:30]1[CH:31]=[C:32]([CH:35]=[CH:36][CH:37]=1)[CH:33]=[O:34])[C:24]1[CH:29]=[CH:28][CH:27]=[CH:26][CH:25]=1>O.CCCCCC.C(Cl)Cl>[CH3:17][C:12]1([CH3:18])[CH:13]([C:14]([O:34][CH:33]([C:32]2[CH:35]=[CH:36][CH:37]=[C:30]([O:23][C:24]3[CH:25]=[CH:26][CH:27]=[CH:28][CH:29]=3)[CH:31]=2)[C:3]#[N:4])=[O:15])[CH:11]1/[CH:10]=[C:9](\[Cl:8])/[C:19]([F:22])([F:21])[F:20] |f:1.2|. Reported procedure: A 2 liter jacketed non-baffled split-neck reaction flask was equipped with an overhead stirrer (turbine), thermometer, condenser, two syringe pumps and was vented to a caustic/hypochlorite scrubber. To the reactor was charged sodium cyanide (29.4 g, 0.59 mol) in water (101 ml) and the reaction was agitated (100 rpm) for 10 min to ensure complete dissolution of the cyanide. Hexane (79 ml) was added to the reactor, then the reaction mass was cooled to 10° C. and the agitation rate adjusted to 235 ... Starting materials: [H-].[Al+3].[Li+].[H-].[H-].[H-] (Lithium aluminium hydride), C1(=CC=CC=C1)C1=CC=C(C=N1)C(=O)OC (methyl 6-phenyl-3-pyridinecarboxylate), O.O.O.O.O.O.O.O.O.O.S(=O)(=O)([O-])[O-].[Na+].[Na+] (Sodium sulfate decahydrate). Solvent: O1CCCC1 (tetrahydrofuran). Conditions: time 30 minute. Yields the product C1(=CC=CC=C1)C1=CC=C(C=N1)CO (6-phenyl-3-pyridylmethanol). The yield is 95.6%. RXN SMILES: [H-].[Al+3].[Li+].[H-].[H-].[H-].[C:7]1([C:13]2[N:18]=[CH:17][C:16]([C:19](OC)=[O:20])=[CH:15][CH:14]=2)[CH:12]=[CH:11][CH:10]=[CH:9][CH:8]=1.O.O.O.O.O.O.O.O.O.O.S([O-])([O-])(=O)=O.[Na+].[Na+]>O1CCCC1>[C:7]1([C:13]2[N:18]=[CH:17][C:16]([CH2:19][OH:20])=[CH:15][CH:14]=2)[CH:12]=[CH:11][CH:10]=[CH:9][CH:8]=1 |f:0.1.2.3.4.5,7.8.9.10.11.12.13.14.15.16.17.18.19|. Reported procedure: Lithium aluminium hydride (2.43 g) was added to a solution of methyl 6-phenyl-3-pyridinecarboxylate (14.00 g) in tetrahydrofuran (200 ml) at 0° C., which was stirred at room temperature for 30 minutes. Sodium sulfate decahydrate (22.50 g) was added to the reaction mixture, which was stirred at room temperature for 30 minutes. The precipitate was removed by filtration, and the filtrate was concentrated to obtain 6-phenyl-3-pyridylmethanol (11.63 g, yield 96%) as a pale yellow oily substance. The reactants are CN(C=O)C (N,N-dimethylformamide), CC1NCCC1 (2-methylpyrrolidine), ClC1=NC=NC(=C1)OCC#CC (4-chloro-6-(2-butynyloxy)pyrimidine), C([O-])([O-])=O.[K+].[K+] (potassium carbonate). The solvent is C(C)(=O)OCC (ethyl acetate). Run at temperature 60 celsius, time 7 hour. Yields the product C(C#CC)OC1=NC=NC(=C1)N1C(CCC1)C (4-(2-butynyloxy)-6-(2-methyl-pyrrolidin-1-yl) pyrimidine). Yield: 89.7%. RXN SMILES: CN(C)C=O.Cl[C:7]1[CH:12]=[C:11]([O:13][CH2:14][C:15]#[C:16][CH3:17])[N:10]=[CH:9][N:8]=1.C(=O)([O-])[O-].[K+].[K+].[CH3:24][CH:25]1[CH2:29][CH2:28][CH2:27][NH:26]1>C(OCC)(=O)C>[CH2:14]([O:13][C:11]1[CH:12]=[C:7]([N:26]2[CH2:27][CH2:28][CH2:29][CH:25]2[CH3:24])[N:8]=[CH:9][N:10]=1)[C:15]#[C:16][CH3:17] |f:2.3.4|. Procedure details: Into 2 ml of N,N-dimethylformamide was resolved 183 mg of 4-chloro-6-(2-butynyloxy)pyrimidine, 166 mg of potassium carbonate and 85 mg of 2-methylpyrrolidine was added therein, and the mixture was stirred for 7 hours at 60° C. The reaction mixture was cooled to near room temperature, ethyl acetate was added therein, and the mixture was washed with a saturated sodium chloride aqueous solution three times. The organic layers were dried over anhydrous magnesium sulfate and concentrated. The residue...